This data is from the Open Reaction Database (ORD), a public repository of structured organic reaction records. The task is: describe an organic reaction: reactants, conditions, products, and yield Reactants: O.NN (hydrazine hydrate), ClC1=C(C=CC=2C(=NOC21)C2=C(C=CC=C2)F)OCCN2C(C=1C(C2=O)=CC=CC1)=O (7-Chloro-3-(2-fluorophenyl)-6-(2-phthalimidoethoxy)-1,2-benzisoxazole). Run in CO (methanol). The product is Cl.ClC1=C(C=CC=2C(=NOC21)C2=C(C=CC=C2)F)OCCN (2-{[7-Chloro-3-(2-fluorophenyl)-1,2-benzisoxazol-6-yl]oxy}ethylamine hydrochloride). Reaction SMILES: [Cl:1][C:2]1[C:10]2[O:9][N:8]=[C:7]([C:11]3[CH:16]=[CH:15][CH:14]=[CH:13][C:12]=3[F:17])[C:6]=2[CH:5]=[CH:4][C:3]=1[O:18][CH2:19][CH2:20][N:21]1C(=O)C2=CC=CC=C2C1=O.O.NN>CO>[ClH:1].[Cl:1][C:2]1[C:10]2[O:9][N:8]=[C:7]([C:11]3[CH:16]=[CH:15][CH:14]=[CH:13][C:12]=3[F:17])[C:6]=2[CH:5]=[CH:4][C:3]=1[O:18][CH2:19][CH2:20][NH2:21] |f:1.2,4.5|. Reported procedure: 7-Chloro-3-(2-fluorophenyl)-6-(2-phthalimidoethoxy)-1,2-benzisoxazole (8.0 g) is heated under reflux for 4 hrs in 75 ml of methanol containing 1.3 g of 85% hydrazine hydrate. The solid is filtered and the methanol is evaporated. The combined solids are distributed between water and ethyl acetate. The organic phase is dried and concentrated under reduced pressure to give 5.30 g (87%) as a glass that crystallizes slowly. The hydrochloride forms smoothly in ether with a trace of methanol as crystal... Starting materials: Grignard reagent, NiCl2(PCy3)2, COC=1C=C2CCCCC2=CC1 (6-methoxy-1,2,3,4-tetrahydronaphthalene), COC=1C=C2CCCCC2=CC1 (6-methoxy-1,2,3,4-tetrahydronaphthalene), C1(CCCCC1)P(C1CCCCC1)C1CCCCC1 (PCy3), CCCCCCCCCCCCC (tridecane), C=1(C(=CC=CC1)C=1C(=CC=CC1)C)C (bitoluene). Conditions: temperature 60 celsius. Yields the product CC1=CC=C(C=C1)C=1C=C2CCCCC2=CC1 (6-(4-methylphenyl)-1,2,3,4-tetrahydronaphthalene). The yield is 76.0%. Reaction SMILES: C1(P(C2CCCCC2)C2CCCCC2)CCCCC1.CCCCCC[CH2:26][CH2:27][CH2:28][CH2:29][CH2:30][CH2:31][CH3:32].CO[C:35]1[CH:36]=[C:37]2[C:42](=[CH:43][CH:44]=1)[CH2:41][CH2:40][CH2:39][CH2:38]2.C1(C)C(C2C(C)=CC=CC=2)=CC=CC=1>>[CH3:32][C:31]1[CH:26]=[CH:27][C:28]([C:35]2[CH:36]=[C:37]3[C:42](=[CH:43][CH:44]=2)[CH2:41][CH2:40][CH2:39][CH2:38]3)=[CH:29][CH:30]=1. Procedure details: In a reaction flask was placed NiCl2(PCy3)2 (61.2 mg, 0.0886 mmol), PCy3 (49.0 mg, 0.175 mmol), tridecane (255 mg, 1.386 mmol, as an internal standard), and 6-methoxy-1,2,3,4-tetrahydronaphthalene (273 mg, 1.683 mmol). The Grignard reagent (1 M in THF, 5.0 mmol) was added to this mixture under a nitrogen atmosphere at room temperature. The resulting solution was warmed to 60° C. for 15 hours. A sample was withdrawn and quenched with an aqueous sodium citrate solution (1 M). The aqueous solution ... The reactants are C1(=CC=CC2=CC=CC=C12)C(C)N (1-(1-naphthyl)ethylamine), [BH4-].[Na+] (sodium borohydride), ClC1=C(CCC#N)C=CC=C1 (2-chlorohydrocinnamonitrile), [H-].C(C(C)C)[Al+]CC(C)C (diisobutylaluminum hydride), 12Z. Run in ClCCl (dichloromethane), ClCCl (dichloromethane), CO.C(Cl)(Cl)Cl (methanol chloroform), C(Cl)(Cl)Cl (chloroform). Run at time 1 hour. The product is ClC1=C(C=CC=C1)CCCN[C@H](C)C1=CC=CC2=CC=CC=C12 ((R)-N-[3-(2-chlorophenyl)propyl]-1-(1-naphthyl)ethylamine). The yield is 72.3%. As a reaction SMILES: [Cl:1][C:2]1[CH:11]=[CH:10][CH:9]=[CH:8][C:3]=1[CH2:4][CH2:5][C:6]#[N:7].[H-].C([Al+]CC(C)C)C(C)C.[C:22]1([CH:32](N)[CH3:33])[C:31]2[C:26](=[CH:27][CH:28]=[CH:29][CH:30]=2)[CH:25]=[CH:24][CH:23]=1.[BH4-].[Na+]>ClCCl.CO.C(Cl)(Cl)Cl.C(Cl)(Cl)Cl>[Cl:1][C:2]1[CH:11]=[CH:10][CH:9]=[CH:8][C:3]=1[CH2:4][CH2:5][CH2:6][NH:7][C@@H:32]([C:22]1[C:31]2[C:26](=[CH:27][CH:28]=[CH:29][CH:30]=2)[CH:25]=[CH:24][CH:23]=1)[CH3:33] |f:1.2,4.5,7.8|. Procedure: A stirred solution of 2-chlorohydrocinnamonitrile (Aldrich Chemical Co., 1.66 g, 10 mmol) in dichloromethane (100 ml) was cooled to −78° C. and treated dropwise with diisobutylaluminum hydride (1.42 g, 10 mmol). The reaction was stirred 1 hr at rt, cooled to −78° C. and treated with a solution of 1-(1-naphthyl)ethylamine (1.71 g, 10 mmol) in dichloromethane (25 ml). The reaction was transferred to an ice bath and stirred 2 hr. After this time the reaction was poured directly into a stirred solut... Starting materials: C=CCC1CCN(C(=O)OCc2ccccc2)CC1=O, Cc1ccccc1, ClCCl, COC(=O)C=P(c1ccccc1)(c1ccccc1)c1ccccc1. Product: C=CCC1CCN(C(=O)OCc2ccccc2)CC1=CC(=O)OC. RXN SMILES: [CH2:1]([CH:2]=[CH2:3])[CH:4]1[C:5](=[O:20])[CH2:6][N:7]([C:10](=[O:11])[O:12][CH2:13][c:14]2[cH:15][cH:16][cH:17][cH:18][cH:19]2)[CH2:8][CH2:9]1.[CH3:45][c:46]1[cH:47][cH:48][cH:49][cH:50][cH:51]1.[Cl:52][CH2:53][Cl:54].[c:21]1([P:22]([c:23]2[cH:24][cH:25][cH:26][cH:27][cH:28]2)([c:29]2[cH:30][cH:31][cH:32][cH:33][cH:34]2)=[CH:40][C:41](=[O:42])[O:43][CH3:44])[cH:35][cH:36][cH:37][cH:38][cH:39]1>>[CH2:1]([CH:2]=[CH2:3])[CH:4]1[C:5](=[CH:40][C:41](=[O:42])[O:43][CH3:44])[CH2:6][N:7]([C:10](=[O:11])[O:12][CH2:13][c:14]2[cH:15][cH:16][cH:17][cH:18][cH:19]2)[CH2:8][CH2:9]1. Reactants: IC1=CC=C(C=C1)OC (1-iodo 4-methoxy-benzene), COC(C1=CC(=CC=C1)CN(C(C#CC1=CC=CC=C1)=O)C1=CC=CC=C1)=O (3-{[phenyl-(3-phenyl propynoyl)-amino]-methyl}-benzoic acid methyl ester). The product is COC(C1=CC(=CC=C1)CN1C(/C(/C2=CC=CC=C12)=C(\C1=CC=CC=C1)/C1=CC=C(C=C1)OC)=O)=O (3-{3-[1-(4-Methoxy-phenyl)-1-phenyl-meth-(E)-ylidene]-2-oxo-2,3-dihydro-indol-1-ylmethyl}-benzoic acid methyl ester). Procedure details: The title compound was prepared in analogy to Example 5 starting from 1-iodo 4-methoxy-benzene (commercially available) and 3-{[phenyl-(3-phenyl propynoyl)-amino]-methyl}-benzoic acid methyl ester. 1H NMR (CDCl3, 300 MHz) δppm 8.01 (s, 1H), 7.94 (d, 1H), 7.49 (d, 1H), 7.26-7.38 (m, 8H), 7.06 (m, 1H), 6.94 (m, 2H), 6.63-6.70 (m, 3H), 4.97 (s, 2H), 3.91 (s, 3H), 3.88 (s, 3H). RXN SMILES: I[C:2]1[CH:7]=[CH:6][C:5]([O:8][CH3:9])=[CH:4][CH:3]=1.[CH3:10][O:11][C:12](=[O:37])[C:13]1[CH:18]=[CH:17][CH:16]=[C:15]([CH2:19][N:20]([C:31]2[CH:36]=[CH:35][CH:34]=[CH:33][CH:32]=2)[C:21](=[O:30])[C:22]#[C:23][C:24]2[CH:29]=[CH:28][CH:27]=[CH:26][CH:25]=2)[CH:14]=1>>[CH3:10][O:11][C:12](=[O:37])[C:13]1[CH:18]=[CH:17][CH:16]=[C:15]([CH2:19][N:20]2[C:31]3[C:36](=[CH:35][CH:34]=[CH:33][CH:32]=3)/[C:22](=[C:23](\[C:2]3[CH:7]=[CH:6][C:5]([O:8][CH3:9])=[CH:4][CH:3]=3)/[C:24]3[CH:25]=[CH:26][CH:27]=[CH:28][CH:29]=3)/[C:21]2=[O:30])[CH:14]=1. The reactants are O=C([O-])[O-], CN(C)C=O, ClCc1nc(-c2ccccc2)no1, [K+], [K+], O, CCOC(=O)CCCCC(=NOCc1ccc(O)cc1)c1ccccc1. Yields the product CCOC(=O)CCCCC(=NOCc1ccc(OCc2nc(-c3ccccc3)no2)cc1)c1ccccc1. RXN SMILES: [C:40](=[O:41])([O-:42])[O-:43].[CH3:46][N:47]([CH3:48])[CH:49]=[O:50].[Cl:1][CH2:2][c:3]1[n:4][c:5](-[c:8]2[cH:9][cH:10][cH:11][cH:12][cH:13]2)[n:6][o:7]1.[K+:44].[K+:45].[OH2:51].[OH:14][c:15]1[cH:16][cH:17][c:18]([CH2:19][O:20][N:21]=[C:22]([CH2:23][CH2:24][CH2:25][CH2:26][C:27](=[O:28])[O:29][CH2:30][CH3:31])[c:32]2[cH:33][cH:34][cH:35][cH:36][cH:37]2)[cH:38][cH:39]1>>[CH2:2]([c:3]1[n:4][c:5](-[c:8]2[cH:9][cH:10][cH:11][cH:12][cH:13]2)[n:6][o:7]1)[O:14][c:15]1[cH:16][cH:17][c:18]([CH2:19][O:20][N:21]=[C:22]([CH2:23][CH2:24][CH2:25][CH2:26][C:27](=[O:28])[O:29][CH2:30][CH3:31])[c:32]2[cH:33][cH:34][cH:35][cH:36][cH:37]2)[cH:38][cH:39]1. Reaction SMILES: [Cl:1][C:2]1[C:3]2[N:4]([CH:18]=[N:19][CH:20]=2)[C:5]([C:11]2[CH:16]=[CH:15][CH:14]=[C:13]([F:17])[CH:12]=2)=[C:6]([CH:8]([NH2:10])[CH3:9])[CH:7]=1.Br[C:22]1[N:30]=[CH:29][N:28]=[C:27]2[C:23]=1[N:24]=[CH:25][NH:26]2.C(N(CC)C(C)C)(C)C>C(O)C>[Cl:1][C:2]1[C:3]2[N:4]([CH:18]=[N:19][CH:20]=2)[C:5]([C:11]2[CH:16]=[CH:15][CH:14]=[C:13]([F:17])[CH:12]=2)=[C:6]([CH:8]([NH:10][C:22]2[N:30]=[CH:29][N:28]=[C:27]3[C:23]=2[N:24]=[CH:25][NH:26]3)[CH3:9])[CH:7]=1. Conditions: temperature 130 celsius. The solvent is C(C)O (ethanol). Yields the product ClC=1C=2N(C(=C(C1)C(C)NC1=C3N=CNC3=NC=N1)C1=CC(=CC=C1)F)C=NC2 (N-{1-[8-Chloro-5-(3-fluorophenyl)imidazo[1,5-a]-pyridin-6-yl]ethyl}-9H-purin-6-amine), mixture. Procedure details: 1-[8-Chloro-5-(3-fluorophenyl)imidazo[1,5-a]pyridine-6-yl]ethanamine (23 mg, 79 μmol), 6-bromo-9H-purine (32 mg, 0.16 mmol, Aldrich 104981) and N,N-diisopropylethylamine (69 μL, 0.40 mmol) were stirred in ethanol (1.0 mL) and heated to 130° C. for 30 minutes in a microwave. The mixture was evaporated and the resultant residue was purified on RP-HPLC (XBridge C18 column, eluting with a gradient of acetonitrile/water containing 0.1% ammonium hydroxide, at flow rate of 60 mL/min) to give the desire... Yield: 30.0%. The reactants are ClC=1C=2N(C(=C(C1)C(C)N)C1=CC(=CC=C1)F)C=NC2 (1-[8-Chloro-5-(3-fluorophenyl)imidazo[1,5-a]pyridine-6-yl]ethanamine), BrC1=C2N=CNC2=NC=N1 (6-bromo-9H-purine), C(C)(C)N(C(C)C)CC (N,N-diisopropylethylamine). The reactants are CCOC(=O)c1[nH]c2cccnc2c1Br, O=C([O-])[O-], [K+], [K+], O=[N+]([O-])c1ccc(B(O)O)cc1, C1COCCO1, [Pd], c1ccc(P(c2ccccc2)c2ccccc2)cc1, c1ccc(P(c2ccccc2)c2ccccc2)cc1, c1ccc(P(c2ccccc2)c2ccccc2)cc1, c1ccc(P(c2ccccc2)c2ccccc2)cc1. The product is CCOC(=O)c1[nH]c2cccnc2c1-c1ccc([N+](=O)[O-])cc1. Reaction SMILES: [Br:7][c:8]1[c:9]([C:17](=[O:18])[O:19][CH2:20][CH3:21])[nH:10][c:11]2[c:12]1[n:13][cH:14][cH:15][cH:16]2.[C:1](=[O:2])([O-:3])[O-:4].[K+:5].[K+:6].[N+:22](=[O:23])([O-:24])[c:25]1[cH:26][cH:27][c:28]([B:31]([OH:32])[OH:33])[cH:29][cH:30]1.[O:34]1[CH2:35][CH2:36][O:37][CH2:38][CH2:39]1.[Pd:116].[c:40]1([P:41]([c:42]2[cH:43][cH:44][cH:45][cH:46][cH:47]2)[c:48]2[cH:49][cH:50][cH:51][cH:52][cH:53]2)[cH:54][cH:55][cH:56][cH:57][cH:58]1.[c:59]1([P:60]([c:61]2[cH:62][cH:63][cH:64][cH:65][cH:66]2)[c:67]2[cH:68][cH:69][cH:70][cH:71][cH:72]2)[cH:73][cH:74][cH:75][cH:76][cH:77]1.[c:78]1([P:79]([c:80]2[cH:81][cH:82][cH:83][cH:84][cH:85]2)[c:86]2[cH:87][cH:88][cH:89][cH:90][cH:91]2)[cH:92][cH:93][cH:94][cH:95][cH:96]1.[c:97]1([P:98]([c:99]2[cH:100][cH:101][cH:102][cH:103][cH:104]2)[c:105]2[cH:106][cH:107][cH:108][cH:109][cH:110]2)[cH:111][cH:112][cH:113][cH:114][cH:115]1>>[c:8]1(-[c:28]2[cH:27][cH:26][c:25]([N+:22](=[O:23])[O-:24])[cH:30][cH:29]2)[c:9]([C:17](=[O:18])[O:19][CH2:20][CH3:21])[nH:10][c:11]2[c:12]1[n:13][cH:14][cH:15][cH:16]2. The reactants are CO, COC(=O)c1ccc(C=Cc2ccncc2)cc1. The product is COC(=O)c1ccc(CCc2ccncc2)cc1. Reaction SMILES: [CH3:19][OH:20].[n:1]1[cH:2][cH:3][c:4]([CH:7]=[CH:8][c:9]2[cH:10][cH:11][c:12]([C:13](=[O:14])[O:15][CH3:16])[cH:17][cH:18]2)[cH:5][cH:6]1>>[n:1]1[cH:2][cH:3][c:4]([CH2:7][CH2:8][c:9]2[cH:10][cH:11][c:12]([C:13](=[O:14])[O:15][CH3:16])[cH:17][cH:18]2)[cH:5][cH:6]1. Starting materials: CO, COC(=O)c1ccc(-c2ccccc2)o1, [Na+], [OH-], O. Yields the product O=C(O)c1ccc(-c2ccccc2)o1. Reaction SMILES: [CH3:19][OH:20].[CH3:3][O:4][C:5](=[O:6])[c:7]1[o:8][c:9](-[c:12]2[cH:13][cH:14][cH:15][cH:16][cH:17]2)[cH:10][cH:11]1.[Na+:2].[OH-:1].[OH2:18]>>[O:4]=[C:5]([OH:6])[c:7]1[o:8][c:9](-[c:12]2[cH:13][cH:14][cH:15][cH:16][cH:17]2)[cH:10][cH:11]1.